This data is from the Open Reaction Database (ORD), a public repository of structured organic reaction records. The task is: describe an organic reaction: reactants, conditions, products, and yield Reactants: CC(=O)OC(C)C, O=C([O-])[O-], CCOC(=O)c1c(I)c(C#N)c(CC)n1C, CC1(C)OB(c2ccc(-c3ccccc3C#N)cc2)OC1(C)C, CCO, [K+], [K+], O, [Pd]. Yields the product CCOC(=O)c1c(-c2ccc(-c3ccccc3C#N)cc2)c(C#N)c(CC)n1C. As a reaction SMILES: [C:40]([O:41][CH:42]([CH3:43])[CH3:44])(=[O:45])[CH3:46].[C:47](=[O:48])([O-:49])[O-:50].[CH2:24]([CH3:25])[O:26][C:27](=[O:28])[c:29]1[n:30]([CH3:39])[c:31]([CH2:37][CH3:38])[c:32]([C:35]#[N:36])[c:33]1[I:34].[CH3:1][C:2]1([CH3:3])[C:4]([CH3:5])([CH3:6])[O:7][B:8]([c:9]2[cH:10][cH:11][c:12](-[c:15]3[c:16]([C:21]#[N:22])[cH:17][cH:18][cH:19][cH:20]3)[cH:13][cH:14]2)[O:23]1.[CH3:55][CH2:56][OH:57].[K+:51].[K+:52].[OH2:53].[Pd:54]>>[c:9]1(-[c:33]2[c:29]([C:27]([O:26][CH2:24][CH3:25])=[O:28])[n:30]([CH3:39])[c:31]([CH2:37][CH3:38])[c:32]2[C:35]#[N:36])[cH:10][cH:11][c:12](-[c:15]2[c:16]([C:21]#[N:22])[cH:17][cH:18][cH:19][cH:20]2)[cH:13][cH:14]1. Conditions: temperature 0 celsius. Reported procedure: To a THF (8 mL) solution of tert-butyl 4-[4-(2-{[tert-butyl(dimethyl)silyl]oxy}-ethyl)benzyl]piperazine-1-carboxylate (0.96 g) was added 1.0 M solution of TBAF in THF (2.32 mL) at 0° C. The resultant mixture was stirred at room temperature for 2.5 hours. After cooling to 0° C., the reaction mixture was diluted with AcOEt and water. The organic layer was washed with saturated aqueous NaCl, dried over anhydrous MgSO4, and concentrated under reduced pressure. The residue was purified by silica gel ... As a reaction SMILES: [Si]([O:8][CH2:9][CH2:10][C:11]1[CH:30]=[CH:29][C:14]([CH2:15][N:16]2[CH2:21][CH2:20][N:19]([C:22]([O:24][C:25]([CH3:28])([CH3:27])[CH3:26])=[O:23])[CH2:18][CH2:17]2)=[CH:13][CH:12]=1)(C(C)(C)C)(C)C.CCCC[N+](CCCC)(CCCC)CCCC.[F-]>C1COCC1.CCOC(C)=O.O>[OH:8][CH2:9][CH2:10][C:11]1[CH:12]=[CH:13][C:14]([CH2:15][N:16]2[CH2:21][CH2:20][N:19]([C:22]([O:24][C:25]([CH3:26])([CH3:28])[CH3:27])=[O:23])[CH2:18][CH2:17]2)=[CH:29][CH:30]=1 |f:1.2|. The solvent is C1CCOC1 (THF), C1CCOC1 (THF), CCOC(=O)C (AcOEt), O (water). Isolated yield 77.7%. Yields the product OCCC1=CC=C(CN2CCN(CC2)C(=O)OC(C)(C)C)C=C1 (tert-butyl 4-[4-(2-hydroxyethyl)benzyl]piperazine-1-carboxylate). The reactants are [Si](C)(C)(C(C)(C)C)OCCC1=CC=C(CN2CCN(CC2)C(=O)OC(C)(C)C)C=C1 (tert-butyl 4-[4-(2-{[tert-butyl(dimethyl)silyl]oxy}-ethyl)benzyl]piperazine-1-carboxylate), solution, CCCC[N+](CCCC)(CCCC)CCCC.[F-] (TBAF), resultant mixture. The reactants are CC(=O)N(CC1CN(c2ccc(C3CCS(=O)(=O)CC3)c(F)c2)C(=O)O1)C(=O)OCOC(=O)C(NC(=O)OC(C)(C)C)C(C)C, C1CCOC1, COc1ccccc1, Cl, C1COCCO1. Product: CC(=O)N(CC1CN(c2ccc(C3CCS(=O)(=O)CC3)c(F)c2)C(=O)O1)C(=O)OCOC(=O)C(N)C(C)C, Cl. As a reaction SMILES: [C:1]([CH3:2])(=[O:3])[N:4]([C:5](=[O:6])[O:7][CH2:8][O:9][C:10]([CH:11]([CH:12]([CH3:13])[CH3:14])[NH:15][C:16]([O:17][C:18]([CH3:19])([CH3:20])[CH3:21])=[O:22])=[O:23])[CH2:24][CH:25]1[CH2:26][N:27]([c:31]2[cH:32][c:33]([F:45])[c:34]([CH:37]3[CH2:38][CH2:39][S:40](=[O:43])(=[O:44])[CH2:41][CH2:42]3)[cH:35][cH:36]2)[C:28](=[O:30])[O:29]1.[CH2:54]1[O:55][CH2:56][CH2:57][CH2:58]1.[CH3:46][O:47][c:48]1[cH:49][cH:50][cH:51][cH:52][cH:53]1.[ClH:59].[O:60]1[CH2:61][CH2:62][O:63][CH2:64][CH2:65]1>>[C:1]([CH3:2])(=[O:3])[N:4]([C:5](=[O:6])[O:7][CH2:8][O:9][C:10]([CH:11]([CH:12]([CH3:13])[CH3:14])[NH2:15])=[O:23])[CH2:24][CH:25]1[CH2:26][N:27]([c:31]2[cH:32][c:33]([F:45])[c:34]([CH:37]3[CH2:38][CH2:39][S:40](=[O:43])(=[O:44])[CH2:41][CH2:42]3)[cH:35][cH:36]2)[C:28](=[O:30])[O:29]1.[ClH:59]. The reactants are O1C=CC2=C1C=CC=C2OCCCCC(=O)NS(=O)(=O)C (5-(4-Benzofuranyloxy)-N-methylsulphonylpentanamide), CO (methanol). Run at temperature -65 celsius. The product is C(=O)C1=C(OCCCCC(=O)NS(=O)(=O)C)C=CC=C1O (5-(2-formyl-3-hydroxyphenoxy)-N-methylsulphonylpentanamide). As a reaction SMILES: [O:1]1[C:5]2[CH:6]=[CH:7][CH:8]=[C:9]([O:10][CH2:11][CH2:12][CH2:13][CH2:14][C:15]([NH:17][S:18]([CH3:21])(=[O:20])=[O:19])=[O:16])[C:4]=2[CH:3]=C1.C[OH:23]>>[CH:3]([C:4]1[C:5]([OH:1])=[CH:6][CH:7]=[CH:8][C:9]=1[O:10][CH2:11][CH2:12][CH2:13][CH2:14][C:15]([NH:17][S:18]([CH3:21])(=[O:20])=[O:19])=[O:16])=[O:23]. Procedure: 5-(4-Benzofuranyloxy)-N-methylsulphonylpentanamide (0.933 g, 0.003 M) was dissolved in dry methanol (135 ml) and cooled to -65° C. with stirring and exclusion of moisture. Ozonised air was bubbled through the solution at a rate of 20 liters/hr for 45 mins. Nitrogen was then bubbled through the solution (5 mins) to remove excess ozone before the addition of dimethyl sulphide (0.9 ml). The mixture was allowed to warm to room temperature overnight (16 hr). The solvent was removed in vacuo, the resi... Reactants: C1CCOC1, CC(=O)OC(C)=O, O=CO, COC(=O)Cc1c(Cl)nc(Cc2ccc(N)cc2)nc1N(C)C. The product is CNc1ccc(Cc2nc(Cl)c(CC(=O)OC)c(N(C)C)n2)cc1. As a reaction SMILES: [CH2:34]1[O:35][CH2:36][CH2:37][CH2:38]1.[CH3:1][C:2]([O:3][C:4](=[O:5])[CH3:6])=[O:7].[CH:8]([OH:9])=[O:10].[NH2:11][c:12]1[cH:13][cH:14][c:15]([CH2:16][c:17]2[n:18][c:19]([N:29]([CH3:30])[CH3:31])[c:20]([CH2:24][C:25](=[O:26])[O:27][CH3:28])[c:21]([Cl:23])[n:22]2)[cH:32][cH:33]1>>[CH3:1][NH:11][c:12]1[cH:13][cH:14][c:15]([CH2:16][c:17]2[n:18][c:19]([N:29]([CH3:30])[CH3:31])[c:20]([CH2:24][C:25](=[O:26])[O:27][CH3:28])[c:21]([Cl:23])[n:22]2)[cH:32][cH:33]1. The reactants are COC1=CC=C(C(=O)N(NC(=O)N)C=2C=NC(=CC2)OC)C=C1 (2-(4-methoxybenzoyl)-2-(6-methoxypyridin-3-yl)hydrazinecarboxamide), C(C)O (ethanol). Solvent: [OH-].[Na+] (sodium hydroxide). Conditions: temperature 60 celsius. Product: COC1=CC=C(C=C1)C1=NC(=NN1C=1C=NC(=CC1)OC)O (5-(4-methoxyphenyl)-1-(6-methoxypyridin-3-yl)-1H-1,2,4-triazol-3-ol). The yield is 72.7%. RXN SMILES: [CH3:1][O:2][C:3]1[CH:23]=[CH:22][C:6]([C:7]([N:9]([C:14]2[CH:15]=[N:16][C:17]([O:20][CH3:21])=[CH:18][CH:19]=2)[NH:10][C:11]([NH2:13])=[O:12])=O)=[CH:5][CH:4]=1.C(O)C>[OH-].[Na+]>[CH3:1][O:2][C:3]1[CH:23]=[CH:22][C:6]([C:7]2[N:9]([C:14]3[CH:15]=[N:16][C:17]([O:20][CH3:21])=[CH:18][CH:19]=3)[N:10]=[C:11]([OH:12])[N:13]=2)=[CH:5][CH:4]=1 |f:2.3|. Procedure details: A mixture of 2-(4-methoxybenzoyl)-2-(6-methoxypyridin-3-yl)hydrazinecarboxamide (1.0 g, 3.16 mmol) in 10% sodium hydroxide solution (2 mL)-ethanol (3mL) was heated at 60° C. for 1.5 hours. After cooling, the solvent was removed under reduced pressure. Water was added to the residue and the mixture was adjusted pH to ca. 4 to 5. A generated precipitate was isolated by filtration, washed with water and small amount of ethyl acetate, dried in vacuo to give 5-(4-methoxyphenyl)-1-(6-methoxypyridin-3-... Reactants: CCOC(C)=O, CN1CCNCC1, CSc1nc2nc(Nc3ccc(Oc4ccncc4)cc3)nn2c(-c2cccc(Cl)c2)c1C#N. Product: CN1CCN(c2nc3nc(Nc4ccc(Oc5ccncc5)cc4)nn3c(-c3cccc(Cl)c3)c2C#N)CC1. Reaction SMILES: [CH3:35][CH2:36][O:37][C:38](=[O:39])[CH3:40].[CH3:41][N:42]1[CH2:43][CH2:44][NH:45][CH2:46][CH2:47]1.[Cl:1][c:2]1[cH:3][c:4](-[c:8]2[c:9]([C:33]#[N:34])[c:10]([S:31][CH3:32])[n:11][c:12]3[n:13]2[n:14][c:15]([NH:17][c:18]2[cH:19][cH:20][c:21]([O:24][c:25]4[cH:26][cH:27][n:28][cH:29][cH:30]4)[cH:22][cH:23]2)[n:16]3)[cH:5][cH:6][cH:7]1>>[Cl:1][c:2]1[cH:3][c:4](-[c:8]2[c:9]([C:33]#[N:34])[c:10]([N:45]3[CH2:44][CH2:43][N:42]([CH3:41])[CH2:47][CH2:46]3)[n:11][c:12]3[n:13]2[n:14][c:15]([NH:17][c:18]2[cH:19][cH:20][c:21]([O:24][c:25]4[cH:26][cH:27][n:28][cH:29][cH:30]4)[cH:22][cH:23]2)[n:16]3)[cH:5][cH:6][cH:7]1. The reactants are aldehyde, C1(=CC=CC=C1)C (toluene), C(CC)=O (propionaldehyde), N1CCCCC1 (piperidine), C(C)(=O)O (acetic acid). The solvent is O (water), O (water). The product is CC1=CCC(C1(C)C)CC=O (α-campholene aldehyde). As a reaction SMILES: [C:1]1([CH3:7])[CH:6]=[CH:5][CH:4]=C[CH:2]=1.[CH:8](=[O:11])[CH2:9][CH3:10].N1CCCC[CH2:13]1.C(O)(=O)C>O>[CH3:13][C:6]1[C:1]([CH3:2])([CH3:7])[CH:10]([CH2:9][CH:8]=[O:11])[CH2:4][CH:5]=1. Procedure details: 3.04 kg of campholene aldehyde and 2 kg of toluene were introduced into a 10-liter glass reactor and 2.9 kg of propionaldehyde, 170 g of piperidine and 120 g of glacial acetic acid were added with stirring at room temperature. The mixture was then refluxed for 4 hours on a water separator, 680 ml of water of reaction being removed from the circuit. Analysis of a sample of the reaction mixture by gas chromatography revealed a percentage content of 15% of unreacted educt. Accordingly, another 85 g... The reactants are CNC (dimethylamine), CC1=C(C(=CC=C1)C)NC(C1=CC=C(C=C1)F)=O (N-(2,6-dimethylphenyl)-4-fluorobenzamide), O (water). The solvent is CS(=O)C (dimethylsulfoxide). Run at temperature 150 celsius. The product is CN(C1=CC=C(C(=O)NC2=C(C=CC=C2C)C)C=C1)C (4-(Dimethylamino)-N-(2,6-dimethylphenyl)benzamide). Reaction SMILES: [CH3:1][C:2]1[CH:7]=[CH:6][CH:5]=[C:4]([CH3:8])[C:3]=1[NH:9][C:10](=[O:18])[C:11]1[CH:16]=[CH:15][C:14](F)=[CH:13][CH:12]=1.[CH3:19][NH:20][CH3:21].O>CS(C)=O>[CH3:19][N:20]([CH3:21])[C:14]1[CH:15]=[CH:16][C:11]([C:10]([NH:9][C:3]2[C:2]([CH3:1])=[CH:7][CH:6]=[CH:5][C:4]=2[CH3:8])=[O:18])=[CH:12][CH:13]=1. Procedure details: Ten grams of N-(2,6-dimethylphenyl)-4-fluorobenzamide were dissolved in 50 ml of dimethylsulfoxide in a high pressure/temperature bomb. Anhydrous dimethylamine (18.5 g) was added and the reaction vessel sealed and heated at 150° C. for 18 hours. The bomb was cooled and the contents poured into water. The mixture was extracted with chloroform. The organic layer was washed with water and a saturated sodium chloride solution, dried over anhydrous sodium sulfate, and concentrated in vacuo. The resul...